Task: describe an organic reaction: reactants, conditions, products, and yield. Dataset: the Open Reaction Database (ORD), a public repository of structured organic reaction records Starting materials: ClC=1C(N(C=C(N1)Cl)[C@@H](CC)C1CC1)=O (3,5-dichloro-1-[(1S)-1-cyclopropylpropyl]-2(1H)-pyrazinone), BrC=1C=C2CCNC2=C(C1)Br (5,7-dibromoindoline). The product is ClC=1N=C(C(N(C1)[C@@H](CC)C1CC1)=O)N1CCC2=CC(=CC(=C12)Br)Br (5-Chloro-1-[(1S)-1-cyclopropylpropyl]-3-(5,7-dibromo-2,3-dihydro-1H-indol-1-yl)-2(1H)-pyrazinone). As a reaction SMILES: Cl[C:2]1[C:3](=[O:15])[N:4]([C@H:9]([CH:12]2[CH2:14][CH2:13]2)[CH2:10][CH3:11])[CH:5]=[C:6]([Cl:8])[N:7]=1.[Br:16][C:17]1[CH:18]=[C:19]2[C:23](=[C:24]([Br:26])[CH:25]=1)[NH:22][CH2:21][CH2:20]2>>[Cl:8][C:6]1[N:7]=[C:2]([N:22]2[C:23]3[C:19](=[CH:18][C:17]([Br:16])=[CH:25][C:24]=3[Br:26])[CH2:20][CH2:21]2)[C:3](=[O:15])[N:4]([C@H:9]([CH:12]2[CH2:14][CH2:13]2)[CH2:10][CH3:11])[CH:5]=1. Procedure: Prepared in a similar fashion as described for Example 413 using 3,5-dichloro-1-[(1S)-1-cyclopropylpropyl]-2(1H)-pyrazinone and 5,7-dibromoindoline as the starting materials. mp 165° C.; 1H NMR (300 MHz, CDCl3): δ 7.49 (d, J=1.8 Hz, 1 H), 7.29 (d, J=1.8 Hz, 1 H), 7.02 (s, 1 H), 4.32 (t, J=7.9 Hz, 2 H), 4.06 (app. q, J=8.0 Hz, 1 H), 3.15 (t, J=8.1 Hz, 2 H), 1.99–1.74 (m, 2 H), 1.11–0.99 (m, 1 H), 0.94 (t, J=7.5 Hz, 3 H), 0.88–0.73 (m, 1 H), 0.57–0.46 (m, 2 H), 0.39–0.27 (m, 1 H); HRMS (CI) calcd ... Isolated yield 88.0%. Run in C1CCOC1 (THF). The product is ClC1=CC=C(C(=O)C2=C(C=C(N2C)CC2=NC=C(C=C2)NC(C)=O)C)C=C1 (N-{2-[5-(4-chlorobenzoyl)-1,4-dimethyl-1H-pyrrol-2-ylmethyl]pyridin-5-yl}-acetamide). Reaction conditions: temperature 60 celsius, time 4 hour. Procedure details: A solution of N-{2-[5-(4-chlorobenzoyl)-1,4-dimethyl-1H-pyrrol-2-ylmethyl]pyridin-5-yl}amine (0.3 g, 0.88 mmol) [prepared by the method described in Example 5, but substituting zomepirac methyl ester for tolmetin methyl ester in Step (a)] and acetic anhydride (0.375 ml, 3.96 mmol) in THF was stirred at 60° C. for 4 h. The solvents were removed under reduced pressure and the residue was crystallized from hexane-chloroform to give N-{2-[5-(4-chlorobenzoyl)-1,4-dimethyl-1H-pyrrol-2-ylmethyl]pyridin... Reactants: ClC1=CC=C(C(=O)C2=C(C=C(N2C)CC2=NC=C(C=C2)N)C)C=C1 (N-{2-[5-(4-chlorobenzoyl)-1,4-dimethyl-1H-pyrrol-2-ylmethyl]pyridin-5-yl}amine), CC1=CC=C(C=C1)C(=O)C2=CC=C(N2C)CC(=O)OC (tolmetin methyl ester), C(C)(=O)OC(C)=O (acetic anhydride). RXN SMILES: [Cl:1][C:2]1[CH:24]=[CH:23][C:5]([C:6]([C:8]2[N:12]([CH3:13])[C:11]([CH2:14][C:15]3[CH:20]=[CH:19][C:18]([NH2:21])=[CH:17][N:16]=3)=[CH:10][C:9]=2[CH3:22])=[O:7])=[CH:4][CH:3]=1.CC1C=C[C:29]([C:32](C2N(C)C(CC(OC)=O)=CC=2)=[O:33])=CC=1.C(OC(=O)C)(=O)C>C1COCC1>[Cl:1][C:2]1[CH:3]=[CH:4][C:5]([C:6]([C:8]2[N:12]([CH3:13])[C:11]([CH2:14][C:15]3[CH:20]=[CH:19][C:18]([NH:21][C:32](=[O:33])[CH3:29])=[CH:17][N:16]=3)=[CH:10][C:9]=2[CH3:22])=[O:7])=[CH:23][CH:24]=1. Starting materials: CC1=C2C=C(NC2=C(C=C1)C)C(=O)OC (methyl 4,7-dimethylindole-2-carboxylate), C(C=C)(=O)OC (methyl acrylate). The reagents and catalysts are C(C)(=O)[O-].[Pd+2].C(C)(=O)[O-] (palladium acetate). Run in C(C)#N (acetonitrile), C(C)#N (acetonitrile). Reaction conditions: temperature 0 celsius, time 30 minute. The product is COC(=O)C=CC1=C(NC2=C(C=CC(=C12)C)C)C(=O)OC (methyl 3-(2-(methoxycarbonyl)vinyl)-4,7-dimethylindole-2-carboxylate). Isolated yield 48.0%. RXN SMILES: [CH3:1][C:2]1[CH:10]=[CH:9][C:8]([CH3:11])=[C:7]2[C:3]=1[CH:4]=[C:5]([C:12]([O:14][CH3:15])=[O:13])[NH:6]2.[C:16]([O:20][CH3:21])(=[O:19])[CH:17]=[CH2:18]>C(#N)C.C([O-])(=O)C.[Pd+2].C([O-])(=O)C>[CH3:21][O:20][C:16]([CH:17]=[CH:18][C:4]1[C:3]2[C:7](=[C:8]([CH3:11])[CH:9]=[CH:10][C:2]=2[CH3:1])[NH:6][C:5]=1[C:12]([O:14][CH3:15])=[O:13])=[O:19] |f:3.4.5|. Reported procedure: In 23 ml of anhydrous acetonitrile were dissolved 1.5 g (7.4 mmol) of methyl 4,7-dimethylindole-2-carboxylate and 7.6 ml of methyl acrylate. The air in the reaction system was substituted with nitrogen. After cooling the reaction mixture to 0° C., 1.66 g (7.4 mmol) of palladium acetate was added and the reaction mixture was stirred for 30 minutes. Stirring was further continued at room temperature for 19 hours. After addition of 60 ml of acetonitrile, the reaction mixture was subjected to Celite... Reactants: CCOC(=O)C(=Cc1ccc(OCc2ccccc2)cc1C)OCC, CSC, ClCCl, O. Yields the product CCOC(=O)C(=Cc1ccc(O)cc1C)OCC. As a reaction SMILES: [CH2:1]([CH3:2])[O:3][C:4]([C:5](=[CH:6][c:7]1[c:8]([CH3:21])[cH:9][c:10]([O:13][CH2:14][c:15]2[cH:16][cH:17][cH:18][cH:19][cH:20]2)[cH:11][cH:12]1)[O:22][CH2:23][CH3:24])=[O:25].[CH3:26][S:27][CH3:28].[Cl:30][CH2:31][Cl:32].[OH2:29]>>[CH2:1]([CH3:2])[O:3][C:4]([C:5](=[CH:6][c:7]1[c:8]([CH3:21])[cH:9][c:10]([OH:13])[cH:11][cH:12]1)[O:22][CH2:23][CH3:24])=[O:25]. As a reaction SMILES: N1C=CC=CC=1.[CH2:7]([S:19](Cl)(=[O:21])=[O:20])[CH2:8][CH2:9][CH2:10][CH2:11][CH2:12][CH2:13][CH2:14][CH2:15][CH2:16][CH2:17][CH3:18].[NH2:23][C:24]1[CH:25]=[C:26]([CH:38]=[CH:39][C:40]=1[O:41][CH3:42])[C:27]([NH:29][C:30]1[CH:35]=[CH:34][C:33]([Cl:36])=[C:32]([Cl:37])[CH:31]=1)=[O:28].Cl>O>[CH2:7]([S:19]([NH:23][C:24]1[CH:25]=[C:26]([CH:38]=[CH:39][C:40]=1[O:41][CH3:42])[C:27]([NH:29][C:30]1[CH:35]=[CH:34][C:33]([Cl:36])=[C:32]([Cl:37])[CH:31]=1)=[O:28])(=[O:21])=[O:20])[CH2:8][CH2:9][CH2:10][CH2:11][CH2:12][CH2:13][CH2:14][CH2:15][CH2:16][CH2:17][CH3:18]. Product: C(CCCCCCCCCCC)S(=O)(=O)NC=1C=C(C(=O)NC2=CC(=C(C=C2)Cl)Cl)C=CC1OC (3-(Dodecane-1-sulfonylamino)-4-methoxy-N-(3,4-dichloro-phenyl)-benzamide). Reported procedure: Pyridine (5 mL) was added to a mixture of 1-dodecane-sulfonyl chloride (Maybridge) (0.8 g, 3.0 mmol) and 3-amino-4-methoxy-N-(3,4-dichloro-phenyl)-benzamide from Example 4 (0.73 g, 3.0 mmol) and stirred at room temperature. After 5 days the mixture was heated on a steambath for 1.5 hours, allowed to cool, and added to water (150 mL), acidified with 4N HCl, and stirred for an hour. The precipitate was filtered off, rinsed with water then with ethanol and dried to afford the product (1.3 g); m.p. ... Run in O (water). Starting materials: N1=CC=CC=C1 (Pyridine), C(CCCCCCCCCCC)S(=O)(=O)Cl (1-dodecane-sulfonyl chloride), NC=1C=C(C(=O)NC2=CC(=C(C=C2)Cl)Cl)C=CC1OC (3-Amino-4-methoxy-N-(3,4-dichlorophenyl)-benzamide), Cl (HCl). Yield: 79.7%. Reactants: Cc1c(Cc2ccc(Br)cc2)c(OC(F)F)nc2c(Cl)ccc(OCC(=O)OC(C)(C)C)c12, CC(C)n1ccc(B2OC(C)(C)C(C)(C)O2)n1. Yields the product Cc1c(Cc2ccc(-c3ccn(C(C)C)n3)cc2)c(OC(F)F)nc2c(Cl)ccc(OCC(=O)OC(C)(C)C)c12. As a reaction SMILES: [C:1]([CH3:2])([CH3:3])([CH3:4])[O:5][C:6]([CH2:7][O:8][c:9]1[c:10]2[c:11]([CH3:32])[c:12]([CH2:24][c:25]3[cH:26][cH:27][c:28]([Br:31])[cH:29][cH:30]3)[c:13]([O:20][CH:21]([F:22])[F:23])[n:14][c:15]2[c:16]([Cl:19])[cH:17][cH:18]1)=[O:33].[CH:34]([CH3:35])([CH3:36])[n:37]1[n:38][c:39]([B:42]2[O:43][C:44]([CH3:45])([CH3:46])[C:47]([CH3:48])([CH3:49])[O:50]2)[cH:40][cH:41]1>>[C:1]([CH3:2])([CH3:3])([CH3:4])[O:5][C:6]([CH2:7][O:8][c:9]1[c:10]2[c:11]([CH3:32])[c:12]([CH2:24][c:25]3[cH:26][cH:27][c:28](-[c:39]4[n:38][n:37]([CH:34]([CH3:35])[CH3:36])[cH:41][cH:40]4)[cH:29][cH:30]3)[c:13]([O:20][CH:21]([F:22])[F:23])[n:14][c:15]2[c:16]([Cl:19])[cH:17][cH:18]1)=[O:33]. RXN SMILES: [CH2:1]([O:2][C:3](=[O:4])[N:11]1[CH2:12][c:13]2[c:14]([n:17][n:18](-[c:20]3[cH:21][cH:22][n:23][c:24]4[cH:25][cH:26][c:27]([O:30][CH3:31])[cH:28][c:29]34)[cH:19]2)[CH2:15][CH2:16]1)[c:5]1[cH:6][cH:7][cH:8][cH:9][cH:10]1.[CH3:32][CH2:33][OH:34]>>[NH:11]1[CH2:12][c:13]2[c:14]([n:17][n:18](-[c:20]3[cH:21][cH:22][n:23][c:24]4[cH:25][cH:26][c:27]([O:30][CH3:31])[cH:28][c:29]34)[cH:19]2)[CH2:15][CH2:16]1. The product is COc1ccc2nccc(-n3cc4c(n3)CCNC4)c2c1. The reactants are COc1ccc2nccc(-n3cc4c(n3)CCN(C(=O)OCc3ccccc3)C4)c2c1, CCO. The reactants are O1COC2=C1C=CC(=C2)CN2C\C(\CC2)=C\C=C\C(=O)NC2=C(C=CC(=C2)C=2SC=CC2)NC(OC(C)(C)C)=O (tert-Butyl 2-((2E,4E)-4-(1-(benzo[d][1,3]dioxol-5-ylmethyl)pyrrolidin-3-ylidene)but-2-enamido)-4-(thiophen-2-yl)phenylcarbamate), C([O-])(O)=O.[Na+] (sodium bicarbonate), [OH-].[K+] (potassium hydroxide). The product is NC1=C(C=C(C=C1)C=1SC=CC1)NC(\C=C\C=C/1\CN(CC1)CC1=CC2=C(OCO2)C=C1)=O ((2E,4E)-N-(2-Amino-5-(thiophen-2-yl)phenyl)-4-(1-(benzo[d][1,3]dioxol-5-ylmethyl)pyrrolidin-3-ylidene)but-2-enamide). As a reaction SMILES: [O:1]1[C:5]2[CH:6]=[CH:7][C:8]([CH2:10][N:11]3[CH2:15][CH2:14]/[C:13](=[CH:16]\[CH:17]=[CH:18]\[C:19]([NH:21][C:22]4[CH:27]=[C:26]([C:28]5[S:29][CH:30]=[CH:31][CH:32]=5)[CH:25]=[CH:24][C:23]=4[NH:33]C(=O)OC(C)(C)C)=[O:20])/[CH2:12]3)=[CH:9][C:4]=2[O:3][CH2:2]1.C(=O)(O)[O-].[Na+].[OH-].[K+]>>[NH2:33][C:23]1[CH:24]=[CH:25][C:26]([C:28]2[S:29][CH:30]=[CH:31][CH:32]=2)=[CH:27][C:22]=1[NH:21][C:19](=[O:20])/[CH:18]=[CH:17]/[CH:16]=[C:13]1/[CH2:12][N:11]([CH2:10][C:8]2[CH:7]=[CH:6][C:5]3[O:1][CH2:2][O:3][C:4]=3[CH:9]=2)[CH2:15][CH2:14]/1 |f:1.2,3.4|. Procedure details: Following the same procedure as described in Example 1, step 7 (scheme 1), but substituting compound 8 for compound 277 and sodium bicarbonate with potassium hydroxide, the title compound 278 was obtained in quantitative yield.